Dataset: the Open Reaction Database (ORD), a public repository of structured organic reaction records. Task: describe an organic reaction: reactants, conditions, products, and yield The reactants are C1(CC1)NC(C1=CC(=C(C=C1)C)C=1C=C2C(=CN(C(C2=CC1)=O)CC1CC1)C=O)=O (N-Cyclopropyl-3-(2-cyclopropylmethyl-4-formyl-1-oxo-1,2-dihydro-isoquinolin-6-yl)-4-methyl-benzamide), N1CCC(CC1)NC(OC(C)(C)C)=O (piperidin-4-yl-carbamic acid, tert-butyl ester). The product is NC1CCN(CC1)CC1=CN(C(C2=CC=C(C=C12)C=1C=C(C(=O)NC2CC2)C=CC1C)=O)CC1CC1 (3-(4-((4-Aminopiperidin-1-yl)methyl)-2-(cyclopropylmethyl)-1-oxo-1,2-dihydroisoquinolin-6-yl)-N-cyclopropyl-4-methylbenzamide). Reaction SMILES: [CH:1]1([NH:4][C:5](=[O:30])[C:6]2[CH:11]=[CH:10][C:9]([CH3:12])=[C:8]([C:13]3[CH:14]=[C:15]4[C:20](=[CH:21][CH:22]=3)[C:19](=[O:23])[N:18]([CH2:24][CH:25]3[CH2:27][CH2:26]3)[CH:17]=[C:16]4[CH:28]=O)[CH:7]=2)[CH2:3][CH2:2]1.[NH:31]1[CH2:36][CH2:35][CH:34]([NH:37]C(=O)OC(C)(C)C)[CH2:33][CH2:32]1>>[NH2:37][CH:34]1[CH2:35][CH2:36][N:31]([CH2:28][C:16]2[C:15]3[C:20](=[CH:21][CH:22]=[C:13]([C:8]4[CH:7]=[C:6]([CH:11]=[CH:10][C:9]=4[CH3:12])[C:5]([NH:4][CH:1]4[CH2:2][CH2:3]4)=[O:30])[CH:14]=3)[C:19](=[O:23])[N:18]([CH2:24][CH:25]3[CH2:27][CH2:26]3)[CH:17]=2)[CH2:32][CH2:33]1. Procedure details: The title compound was prepared as a solid by the method of Example 63 using product of Example 59 step iii) and piperidin-4-yl-carbamic acid, tert-butyl ester. The reactants are N1=CC(=CC=C1)N1C=C(C2=CC=CC=C12)C=O (N-(3-pyridyl)indole-3-carboxaldehyde), CS(=O)C (dimethylsulfoxide), C(CCC)[Li] (n-butyllithium), [Br-].C(=O)(O)CCCCC[P+](C1=CC=CC=C1)(C1=CC=CC=C1)C1=CC=CC=C1 (5-carboxypentyltriphenylphosphonium bromide). The solvent is O (water). Conditions: time 30 minute. Product: C(=O)(O)CCCCC=CC1=CN(C2=CC=CC=C12)C=1C=NC=CC1 (3-(6-carboxyhex-1-enyl)-N-(3-pyridyl)indole). Reaction SMILES: CS(C)=O.C([Li])CCC.[Br-].[C:11]([CH2:14][CH2:15][CH2:16][CH2:17][CH2:18][P+](C1C=CC=CC=1)(C1C=CC=CC=1)C1C=CC=CC=1)([OH:13])=[O:12].[N:38]1[CH:43]=[CH:42][CH:41]=[C:40]([N:44]2[C:52]3[C:47](=[CH:48][CH:49]=[CH:50][CH:51]=3)[C:46]([CH:53]=O)=[CH:45]2)[CH:39]=1>O>[C:11]([CH2:14][CH2:15][CH2:16][CH2:17][CH:18]=[CH:53][C:46]1[C:47]2[C:52](=[CH:51][CH:50]=[CH:49][CH:48]=2)[N:44]([C:40]2[CH:39]=[N:38][CH:43]=[CH:42][CH:41]=2)[CH:45]=1)([OH:13])=[O:12] |f:2.3|. Procedure details: A solution of dimsyllithium (from 80 ml of dimethylsulfoxide and 13 ml of 2.1M n-butyllithium) is stirred under nitrogen at room temperature, and 6.2 g of 5-carboxypentyltriphenylphosphonium bromide is added in portions. The reaction mixture is stirred for 30 minutes and 3.0 g of N-(3-pyridyl)indole-3-carboxaldehyde is added. After 18 hours at room temperature, the reaction mixture is diluted with 240 ml of water and extracted with 100 ml of ethyl acetate. The aqueous phase is neutralized with 1... Reactants: C(C)(=O)O[BH-](OC(C)=O)OC(C)=O.[Na+] (Sodium triacetoxyborohydride), C(C)(C)(C)OC(=O)N1CCC(CC1)N (4-amino-piperidine-1-carboxylic acid tert-butyl ester), CC=1SC(=C(N1)C)C=O (2,4-dimethyl-thiazole-5-carboxaldehyde), C(C)(=O)O (acetic acid), [OH-].[Na+] (NaOH). Run in ClCCCl (1,2-dichloroethane). Conditions: time 8 hour. Yields the product C(C)(C)(C)OC(=O)N1CCC(CC1)NCC1=C(N=C(S1)C)C (4-{[(2,4-dimethyl-thiazol-5-yl)methyl]-amino}-piperidine-1-carboxylic acid tert-butyl ester). Isolated yield 68.6%. As a reaction SMILES: C(O[BH-](OC(=O)C)OC(=O)C)(=O)C.[Na+].[C:15]([O:19][C:20]([N:22]1[CH2:27][CH2:26][CH:25]([NH2:28])[CH2:24][CH2:23]1)=[O:21])([CH3:18])([CH3:17])[CH3:16].[CH3:29][C:30]1[S:31][C:32]([CH:36]=O)=[C:33]([CH3:35])[N:34]=1.C(O)(=O)C.[OH-].[Na+]>ClCCCl>[C:15]([O:19][C:20]([N:22]1[CH2:27][CH2:26][CH:25]([NH:28][CH2:36][C:32]2[S:31][C:30]([CH3:29])=[N:34][C:33]=2[CH3:35])[CH2:24][CH2:23]1)=[O:21])([CH3:18])([CH3:16])[CH3:17] |f:0.1,5.6|. Procedure: Sodium triacetoxyborohydride (4.5 g, 21.23 mmol) is added to a stirred solution of 4-amino-piperidine-1-carboxylic acid tert-butyl ester (2.63 g, 13.13 mmol), 2,4-dimethyl-thiazole-5-carboxaldehyde (1.95 g, 13.81 mmol, Maybridge), acetic acid (0.80 ml, 13.98 mmol) and 1,2-dichloroethane (125 ml). The reaction is stirred overnight at room temperature under nitrogen. The reaction is poured into 2N NaOH (300 ml) and extracted with ethyl acetate (200 ml×3). The ethyl acetate is dried over sodium sul... The reactants are C(C)(C)OC(C)C (diisopropyl ether), CC(C)O (2-propanol), Cl (hydrogen chloride), C(C)(C)(C)OC(=O)NC(COC1=NOC2=C1C=C(C=C2)Cl)CC#N (3-(2-tert-butoxycarbonylamino-3-cyanopropoxy)-5-chloro-1,2-benzoisoxazole). Run in CO (methanol). Product: Cl.NC(COC1=NOC2=C1C=C(C=C2)Cl)CC#N (3-(2-amino-3-cyanopropoxy)-5-chloro-1,2-benzoisoxazole hydrochloride). Reaction SMILES: C(OC([NH:8][CH:9]([CH2:22][C:23]#[N:24])[CH2:10][O:11][C:12]1[C:16]2[CH:17]=[C:18]([Cl:21])[CH:19]=[CH:20][C:15]=2[O:14][N:13]=1)=O)(C)(C)C.CC(O)C.Cl.C(OC(C)C)(C)C>CO>[ClH:21].[NH2:8][CH:9]([CH2:22][C:23]#[N:24])[CH2:10][O:11][C:12]1[C:16]2[CH:17]=[C:18]([Cl:21])[CH:19]=[CH:20][C:15]=2[O:14][N:13]=1 |f:5.6|. Reported procedure: To a suspension of 1.0 g of 3-(2-tert-butoxycarbonylamino-3-cyanopropoxy)-5-chloro-1,2-benzoisoxazole in 15 ml of methanol is added 7.8 ml of a 2-propanol solution (6.5M) of hydrogen chloride at room temperature, and they are subjected to reaction at the same temperature for seven hours. Thereafter, the solvent is removed by distillation under reduced pressure. To the residue obtained is added diisopropyl ether, and the crystals precipitated are collected by filtration, to obtain 0.78 g of color... Starting materials: C(C)(C)(C)C1=CC=C(C=O)C=C1 (4-tert-butylbenzaldehyde), FC(C=1C=C(C=CC1)CCN)(F)F (2-(3-trifluoromethyl-phenyl)-ethylamine), [BH4-].[Na+] (sodium borohydride). Reagents/catalysts: Cl (hydrochloric acid). Solvent: CO (methanol). Run at time 5 minute. Product: C(C)(C)(C)C1=CC=C(CNCCC2=CC(=CC=C2)C(F)(F)F)C=C1 ((4-tert-butyl-benzyl)-[2-(3-trifluoromethyl-phenyl)-ethyl]-amine). Yield: 89.4%. RXN SMILES: [C:1]([C:5]1[CH:12]=[CH:11][C:8]([CH:9]=O)=[CH:7][CH:6]=1)([CH3:4])([CH3:3])[CH3:2].[F:13][C:14]([F:25])([F:24])[C:15]1[CH:16]=[C:17]([CH2:21][CH2:22][NH2:23])[CH:18]=[CH:19][CH:20]=1.[BH4-].[Na+]>CO.Cl>[C:1]([C:5]1[CH:12]=[CH:11][C:8]([CH2:9][NH:23][CH2:22][CH2:21][C:17]2[CH:18]=[CH:19][CH:20]=[C:15]([C:14]([F:13])([F:24])[F:25])[CH:16]=2)=[CH:7][CH:6]=1)([CH3:4])([CH3:3])[CH3:2] |f:2.3|. Procedure: A solution of 4-tert-butylbenzaldehyde (0.38 mL, 2.25 mmol) and 2-(3-trifluoromethyl-phenyl)-ethylamine (0.24 mL, 1.50 mmol) in methanol (4.5 mL) was stirred for 30 min at RT and subsequently refluxed for 4 h. After cooling, sodium borohydride (85 mg, 2.25 mmol) was added at RT, then after stirring for 5 min the reaction mixture was refluxed for 4 h. After cooling down to RT, the reaction mixture was treated with 1 M aq. hydrochloric acid solution (4 drops) and concentrated. The residue was diss... Starting materials: C(#N)P(OCC)(OCC)=O (Diethyl cyanophosphonate), COC1=CC=C(C=C1)[C@@H]1N[C@@H](CCC1)C=C ((2R*,6S*)-2-(4-methoxyphenyl)-6-vinylpiperidine), C(=C)CC(=O)O (vinylacetic acid), Cl (hydrochloric acid). The solvent is CN(C)C=O (DMF), C(C)N(CC)CC (triethylamine), C(C)(=O)OCC (Ethyl acetate). Reaction conditions: time 9 hour. The product is COC1=CC=C(C=C1)[C@@H]1N([C@@H](CCC1)C=C)C(CC=C)=O (1-[(2R*,6S*)-2-(4-methoxyphenyl)-6-vinylpiperidin-1-yl]-3-buten-1-one). Reaction SMILES: C(P(=O)(OCC)OCC)#N.[CH3:11][O:12][C:13]1[CH:18]=[CH:17][C:16]([C@H:19]2[CH2:24][CH2:23][CH2:22][C@@H:21]([CH:25]=[CH2:26])[NH:20]2)=[CH:15][CH:14]=1.[CH:27]([CH2:29][C:30](O)=[O:31])=[CH2:28].Cl>CN(C=O)C.C(OCC)(=O)C.C(N(CC)CC)C>[CH3:11][O:12][C:13]1[CH:14]=[CH:15][C:16]([C@H:19]2[CH2:24][CH2:23][CH2:22][C@@H:21]([CH:25]=[CH2:26])[N:20]2[C:30](=[O:31])[CH2:29][CH:27]=[CH2:28])=[CH:17][CH:18]=1. Procedure: Diethyl cyanophosphonate (0.67 mL) was added to a solution of (2R*,6S*)-2-(4-methoxyphenyl)-6-vinylpiperidine (320 mg), vinylacetic acid (0.37 mL), and triethylamine (1.23 mL) in DMF (5 mL), and the reaction solution was stirred at room temperature for nine hours. Ethyl acetate and 1 N aqueous hydrochloric acid were added to the reaction solution, and the organic layer was separated. The resulting organic layer was washed with saturated sodium bicarbonate water, dried over magnesium sulfate, and...